Dataset: the Open Reaction Database (ORD), a public repository of structured organic reaction records. Task: describe an organic reaction: reactants, conditions, products, and yield Reactants: CCC1=C[C@H]2C[C@@](C3=C(CCN(C2)C1)C4=CC=CC=C4N3)(C5=C(C=C6C(=C5)C78CCN9[C@H]7[C@@](C=CC9)([C@H]([C@@]([C@@H]8N6C)(C(=O)OC)O)OC(=O)C)CC)OC)C(=O)OC (anhydrovinblastine), III, C(Cl)(Cl)Cl.CO (chloroform methanol). Run in C(Cl)(Cl)Cl (chloroform). The product is CC[C@]12CN3CCC=4C=5C=CC=CC5NC4[C@](C[C@H](C3)[C@H]1O2)(C=6C=C7C(=CC6OC)N([C@@H]8[C@]79CCN1[C@H]9[C@@](C=CC1)([C@H]([C@@]8(C(=O)OC)O)OC(=O)C)CC)C)C(=O)OC (leurosine). Reaction SMILES: [CH3:1][CH2:2][C:3]1[CH2:14][N:12]2[CH2:13][C@H:5]([CH2:6][C@:7]([C:55]([O:57][CH3:58])=[O:56])([C:22]3[CH:27]=[C:26]4[C:28]56[C@@H:39]([N:40]([CH3:41])[C:25]4=[CH:24][C:23]=3[O:53][CH3:54])[C@@:38]([OH:46])([C:42]([O:44][CH3:45])=[O:43])[C@H:37]([O:47][C:48]([CH3:50])=[O:49])[C@:33]3([CH2:51][CH3:52])[CH:34]=[CH:35][CH2:36][N:31]([C@H:32]53)[CH2:30][CH2:29]6)[C:8]3[NH:21][C:20]4[C:15](=[CH:16][CH:17]=[CH:18][CH:19]=4)[C:9]=3[CH2:10][CH2:11]2)[CH:4]=1.C(Cl)(Cl)Cl.C[OH:64]>C(Cl)(Cl)Cl>[CH3:1][CH2:2][C@@:3]12[O:64][C@@H:4]1[C@H:5]1[CH2:13][N:12]([CH2:11][CH2:10][C:9]3[C:15]4[CH:16]=[CH:17][CH:18]=[CH:19][C:20]=4[NH:21][C:8]=3[C@@:7]([C:55]([O:57][CH3:58])=[O:56])([C:22]3[CH:27]=[C:26]4[C@:28]56[C@@H:32]7[C@:33]([CH2:51][CH3:52])([C@@H:37]([O:47][C:48]([CH3:50])=[O:49])[C@:38]([OH:46])([C:42]([O:44][CH3:45])=[O:43])[C@@H:39]5[N:40]([CH3:41])[C:25]4=[CH:24][C:23]=3[O:53][CH3:54])[CH:34]=[CH:35][CH2:36][N:31]7[CH2:30][CH2:29]6)[CH2:6]1)[CH2:14]2 |f:1.2|. Procedure: A solution of 50 mg of "anhydrovinblastine" III in 3 cm3 of chloroform at ambient temperature (20° C.) is stirred in the air in the presence of 50 mg of silica for 72 hours then diluted with 20 cm3 of chloroform/methanol 85/15 mixture, filtered and evaporated under reduced pressure. The mixture obtained is purified by chromatography on a thick layer of silica under the same conditions as in Example 1 and provides 13.8 mg of leurosine I and 20 mg of "anhydrovinblastine" III which may be recycled. Reported procedure: 5-(3-Hydroxy-1-pheny-propyl)-1H-indole-3-carbonitrile LXV (1.24 g, 79%) was prepared from 3-(3-cyano-1H-Indol-5-yl)-3-phenyl-propionic acid ethyl ester using the procedure described for 4-(3-hydroxy-1-pheny-propyl)-1H-indole-3-carbonitrile LX (see Example 14). Product: OCCC(C1=CC=CC=C1)C=1C=C2C(=CNC2=CC1)C#N (5-(3-Hydroxy-1-pheny-propyl)-1H-indole-3-carbonitrile). The reactants are C(C)OC(CC(C1=CC=CC=C1)C=1C=C2C(=CNC2=CC1)C#N)=O (3-(3-cyano-1H-Indol-5-yl)-3-phenyl-propionic acid ethyl ester), OCCC(C1=CC=CC=C1)C1=C2C(=CNC2=CC=C1)C#N (4-(3-hydroxy-1-pheny-propyl)-1H-indole-3-carbonitrile). As a reaction SMILES: C([O:3][C:4](=O)[CH2:5][CH:6]([C:13]1[CH:14]=[C:15]2[C:19](=[CH:20][CH:21]=1)[NH:18][CH:17]=[C:16]2[C:22]#[N:23])[C:7]1[CH:12]=[CH:11][CH:10]=[CH:9][CH:8]=1)C.OCCC(C1C=CC=C2C=1C(C#N)=CN2)C1C=CC=CC=1>>[OH:3][CH2:4][CH2:5][CH:6]([C:13]1[CH:14]=[C:15]2[C:19](=[CH:20][CH:21]=1)[NH:18][CH:17]=[C:16]2[C:22]#[N:23])[C:7]1[CH:8]=[CH:9][CH:10]=[CH:11][CH:12]=1. The reactants are C(=O)C(CO)OC(C=O)N1C(NC(C=C1)=O)=O (α-(1-Formyl-2-hydroxyethoxy)-3,4-dihydro-2,4-dioxo-1(2H)-pyrimidineacetaldehyde), NC=1SC=NN1 (2-amino-1,3,4-thiadiazole). Run in CO (methanol), O (water). Run at time 4 hour. Yields the product OC1N(C([C@H](O[C@H]1N1C(=O)NC(=O)C=C1)CO)O)C=1SC=NN1 (1-[(2R, 6R)-3,5-dihydroxy-6-hydroxymethyl-4-(1,3,4-thiadiazol-2-yl)morpholin-2-yl]-uracil). Yield: 88.4%. RXN SMILES: [CH:1]([CH:3]([O:6][CH:7]([N:10]1[CH:15]=[CH:14][C:13](=[O:16])[NH:12][C:11]1=[O:17])[CH:8]=[O:9])[CH2:4][OH:5])=[O:2].[NH2:18][C:19]1[S:20][CH:21]=[N:22][N:23]=1>CO.O>[OH:9][CH:8]1[C@H:7]([N:10]2[CH:15]=[CH:14][C:13](=[O:16])[NH:12][C:11]2=[O:17])[O:6][C@H:3]([CH2:4][OH:5])[CH:1]([OH:2])[N:18]1[C:19]1[S:20][CH:21]=[N:22][N:23]=1. Procedure: [R-(R*, R*)]-α-(1-Formyl-2-hydroxyethoxy)-3,4-dihydro-2,4-dioxo-1(2H)-pyrimidineacetaldehyde, (uridinedialdehyde), (2.42 g) was dissolved in a mixture of methanol (50 ml) and water (50 ml). To the solution was added 2-amino-1,3,4-thiadiazole (1.00 g). The mixture was stirred at ambient temperature for four hours and evaporated in vacuo. The residue was triturated with acetone to give 1-[(2R, 6R)-3,5-dihydroxy-6-hydroxymethyl-4-(1,3,4-thiadiazol-2-yl)morpholin-2-yl]-uracil (3.0 g). Starting materials: C(C)(C)(C)OC(=O)N[C@H]1CCCCC\C=C/[C@@H]2[C@](NC([C@H]3N(C1=O)C[C@@H](C3)OC3=NC1=CC=CC=C1N=C3Cl)=O)(C2)C(=O)OCC ((2R,6S,13aR,14aR,16aS ,Z)-ethyl 6-(tert-butoxycarbonylamino)-2-(3-chloroquinoxalin-2-yloxy)-5,16-dioxo-1,2,3,5,6,7,8,9,10,11,13a,14,14a,15,16,16a-hexadecahydrocyclopropa[e]pyrrolo[1,2-a][1,4]diazacyclopentadecine-14a-carboxylate), C(CCC)[Sn](C=1SC2=C(N1)C=CC=C2)(CCCC)CCCC (2-(tributylstannyl)benzo[d]thiazole), O1CCOCC1 (dioxane). Reagents/catalysts: C1(=CC=CC=C1)P(C1=CC=CC=C1)C1=CC=CC=C1.C1(=CC=CC=C1)P(C1=CC=CC=C1)C1=CC=CC=C1.C1(=CC=CC=C1)P(C1=CC=CC=C1)C1=CC=CC=C1.C1(=CC=CC=C1)P(C1=CC=CC=C1)C1=CC=CC=C1.[Pd] (palladium-tetrakis(triphenylphosphine)). The solvent is CC#N (MeCN). Reaction conditions: time 1 hour. Yields the product C(C)(C)(C)OC(=O)N[C@H]1CCCCC\C=C/[C@@H]2[C@](NC([C@H]3N(C1=O)C[C@@H](C3)OC3=NC1=CC=CC=C1N=C3C3=CC=CC=C3)=O)(C2)C(=O)OCC ((2R,6S,13aR,14aR,16aS,Z)-ethyl 6-(tert-butoxycarbonylamino)-5,16-dioxo-2-(3-phenylquinoxalin-2-yloxy)-1,2,3,5,6,7,8,9,10,11,13a,14,14a,15,16,16a-hexadecahydrocyclopropa[e]pyrrolo[1,2-a][1,4]diazacyclopentadecine-14a-carboxylate). Yield: 92.7%. RXN SMILES: [C:1]([O:5][C:6]([NH:8][C@@H:9]1[C:23](=[O:24])[N:22]2[CH2:25][C@H:26]([O:28][C:29]3[C:38](Cl)=[N:37][C:36]4[C:31](=[CH:32][CH:33]=[CH:34][CH:35]=4)[N:30]=3)[CH2:27][C@H:21]2[C:20](=[O:40])[NH:19][C@:18]2([C:42]([O:44][CH2:45][CH3:46])=[O:43])[CH2:41][C@@H:17]2[CH:16]=[CH:15][CH2:14][CH2:13][CH2:12][CH2:11][CH2:10]1)=[O:7])([CH3:4])([CH3:3])[CH3:2].C([Sn](CCCC)(CCCC)C1S[C:54]2[CH:60]=[CH:59][CH:58]=[CH:57][C:55]=2N=1)CCC.O1CCOCC1>CC#N.C1(P(C2C=CC=CC=2)C2C=CC=CC=2)C=CC=CC=1.C1(P(C2C=CC=CC=2)C2C=CC=CC=2)C=CC=CC=1.C1(P(C2C=CC=CC=2)C2C=CC=CC=2)C=CC=CC=1.C1(P(C2C=CC=CC=2)C2C=CC=CC=2)C=CC=CC=1.[Pd]>[C:1]([O:5][C:6]([NH:8][C@@H:9]1[C:23](=[O:24])[N:22]2[CH2:25][C@H:26]([O:28][C:29]3[C:38]([C:54]4[CH:60]=[CH:59][CH:58]=[CH:57][CH:55]=4)=[N:37][C:36]4[C:31](=[CH:32][CH:33]=[CH:34][CH:35]=4)[N:30]=3)[CH2:27][C@H:21]2[C:20](=[O:40])[NH:19][C@:18]2([C:42]([O:44][CH2:45][CH3:46])=[O:43])[CH2:41][C@@H:17]2[CH:16]=[CH:15][CH2:14][CH2:13][CH2:12][CH2:11][CH2:10]1)=[O:7])([CH3:4])([CH3:3])[CH3:2] |f:4.5.6.7.8|. Procedure details: To a microwave vessel was added the product from 1b (700 mg. 1.07 mmole), 2-(tributylstannyl)benzo[d]thiazole (905 mg., 2.13 mmole), palladium-tetrakis(triphenylphosphine) (113 mg., 0.11 mmole) and dioxane (5 ml.). The vessel was evacuated and nitrogen introduced, which was repeated twice. The mixture was reacted in a microwave reactor at 110 degrees C. for 1 hr. The reaction was diluted with MeCN and washed 3 times with hexane. The MeCN layer was evaporated and purified by column chromatography... The reactants are ClC1=C(C(NC=C1)=O)C1=NC=2C(=CC=3C(N(C(C3C2C)=O)C2CCN(CC2)C)=O)N1 (2-(4-chloro-2-oxo-1,2-dihydropyridin-3-yl)-4-methyl-6-(1-methylpiperidin-4-yl)imidazo[4,5-f]isoindole-5,7(1H,6H)-dione), FC=1C=CC(=C(C1)CC(C)N)C (1-(5-fluoro-2-methylphenyl)propan-2-amine), CCN(C(C)C)C(C)C (Hunig's base). Run in C(CCC)O (1-butanol). Product: FC=1C=CC(=C(C1)CC(C)NC1=C(C(NC=C1)=O)C1=NC=2C(=CC=3C(N(C(C3C2C)=O)C2CCN(CC2)C)=O)N1)C (2-(4-(1-(5-Fluoro-2-methylphenyl)propan-2-ylamino)-2-oxo-1,2-dihydropyridin-3-yl)-4-methyl-6-(1-methylpiperidin-4-yl)imidazo[4,5-f]isoindole-5,7(1H,6H)-dione). Yield: 100.1%. RXN SMILES: Cl[C:2]1[CH:7]=[CH:6][NH:5][C:4](=[O:8])[C:3]=1[C:9]1[NH:30][C:12]2=[CH:13][C:14]3[C:15](=[O:29])[N:16]([CH:22]4[CH2:27][CH2:26][N:25]([CH3:28])[CH2:24][CH2:23]4)[C:17](=[O:21])[C:18]=3[C:19]([CH3:20])=[C:11]2[N:10]=1.[F:31][C:32]1[CH:33]=[CH:34][C:35]([CH3:42])=[C:36]([CH2:38][CH:39]([NH2:41])[CH3:40])[CH:37]=1.CCN(C(C)C)C(C)C>C(O)CCC>[F:31][C:32]1[CH:33]=[CH:34][C:35]([CH3:42])=[C:36]([CH2:38][CH:39]([NH:41][C:2]2[CH:7]=[CH:6][NH:5][C:4](=[O:8])[C:3]=2[C:9]2[NH:30][C:12]3=[CH:13][C:14]4[C:15](=[O:29])[N:16]([CH:22]5[CH2:27][CH2:26][N:25]([CH3:28])[CH2:24][CH2:23]5)[C:17](=[O:21])[C:18]=4[C:19]([CH3:20])=[C:11]3[N:10]=2)[CH3:40])[CH:37]=1. Procedure details: A mixture of 2-(4-chloro-2-oxo-1,2-dihydropyridin-3-yl)-4-methyl-6-(1-methylpiperidin-4-yl)imidazo[4,5-f]isoindole-5,7(1H,6H)-dione (1.00 g, 2.35 mmol), 1-(5-fluoro-2-methylphenyl)propan-2-amine (0.47 g, 2.82 mmol), Hunig's base (1.52 g, 0.011 mol), and 20 mL of anhydrous 1-butanol was heated at reflux for 14-15 h under an argon atmosphere. Product was purified by a silica gel column using methylene chloride and methanol (9:1 v/v) as eluent to afford 1.31 g (99%) of the designed compound as yell... Starting materials: O=CO, CSc1ccc(C(CC2CCCC2=O)C(=O)O)cc1Cl, [Na+], [Na+], O, OO, O=S([O-])[O-]. Product: CS(=O)c1ccc(C(CC2CCCC2=O)C(=O)O)cc1Cl. RXN SMILES: [CH:21](=[O:22])[OH:23].[Cl:1][c:2]1[cH:3][c:4]([CH:10]([C:11](=[O:12])[OH:13])[CH2:14][CH:15]2[C:16](=[O:20])[CH2:17][CH2:18][CH2:19]2)[cH:5][cH:6][c:7]1[S:8][CH3:9].[Na+:30].[Na+:31].[OH2:32].[OH:24][OH:25].[S:26]([O-:27])([O-:28])=[O:29]>>[Cl:1][c:2]1[cH:3][c:4]([CH:10]([C:11](=[O:12])[OH:13])[CH2:14][CH:15]2[C:16](=[O:20])[CH2:17][CH2:18][CH2:19]2)[cH:5][cH:6][c:7]1[S:8]([CH3:9])=[O:22]. The reactants are [N+](=O)([O-])[O-].[K+] (KNO3), ClCC1CNC=2C=CC3=C(C12)C(=CC=C3)[N+](=O)[O-] (1-(chloromethyl)-9-nitro-1,2-dihydro-3H-benzo[e]indole), ice water. The solvent is OS(=O)(=O)O (H2SO4). Conditions: temperature 0 celsius, time 15 minute. Product: ClCC1CNC=2C=C(C3=C(C12)C(=CC=C3)[N+](=O)[O-])[N+](=O)[O-] (1-(chloromethyl)-5,9-dinitro-1,2-dihydro-3H-benzo[e]indole). Isolated yield 37.3%. RXN SMILES: [Cl:1][CH2:2][CH:3]1[C:11]2[C:10]3[C:12]([N+:16]([O-:18])=[O:17])=[CH:13][CH:14]=[CH:15][C:9]=3[CH:8]=[CH:7][C:6]=2[NH:5][CH2:4]1.[N+:19]([O-])([O-:21])=[O:20].[K+]>OS(O)(=O)=O>[Cl:1][CH2:2][CH:3]1[C:11]2[C:10]3[C:12]([N+:16]([O-:18])=[O:17])=[CH:13][CH:14]=[CH:15][C:9]=3[C:8]([N+:19]([O-:21])=[O:20])=[CH:7][C:6]=2[NH:5][CH2:4]1 |f:1.2|. Procedure: A stirred solution of amine 136 (900 mg, 3.43 mmol) in conc. H2SO4 (9 mL) was cooled to −5° C. and treated with powdered KNO3 (520 mg, 5.14 mmol). The mixture was stirred at 0° C. for a further 15 min, then poured into ice-water and the solid was collected Chromatography on silica gel, eluting with petroleum ether/EtOAc (3:1), followed by two recrystallizations from CH2Cl2/iPr2O gave 1-(chloromethyl)-5,9-dinitro-1,2-dihydro-3H-benzo[e]indole (137) (394 mg, 37%) as a red solid: mp 130-131° C.; 1H... Starting materials: CC1COCCC1NC(=O)NC=1N=C2C(=NC1)N(C=C2)COCC[Si](C)(C)C (1-(3-Methyl-tetrahydro-pyran-4-yl)-3-[5-(2-trimethylsilanyl-ethoxymethyl)-5H-pyrrolo[2,3-b]pyrazin-2-yl]-urea), C(C)(=O)Cl (acetyl chloride). Run in CO (MeOH). Conditions: temperature 0 celsius, time 8 hour. Product: C[C@@H]1COCC[C@@H]1NC(=O)NC=1N=C2C(=NC1)NC=C2 (cis-1-(3-methyl-tetrahydro-pyran-4-yl)-3-(5H-pyrrolo[2,3-b]pyrazin-2-yl)-urea). Yield: 52.2%. RXN SMILES: [CH3:1][CH:2]1[CH:7]([NH:8][C:9]([NH:11][C:12]2[N:13]=[C:14]3[CH:20]=[CH:19][N:18](COCC[Si](C)(C)C)[C:15]3=[N:16][CH:17]=2)=[O:10])[CH2:6][CH2:5][O:4][CH2:3]1.C(Cl)(=O)C>CO>[CH3:1][C@H:2]1[C@@H:7]([NH:8][C:9]([NH:11][C:12]2[N:13]=[C:14]3[CH:20]=[CH:19][NH:18][C:15]3=[N:16][CH:17]=2)=[O:10])[CH2:6][CH2:5][O:4][CH2:3]1. Procedure: 1-(3-Methyl-tetrahydro-pyran-4-yl)-3-[5-(2-trimethylsilanyl-ethoxymethyl)-5H-pyrrolo[2,3-b]pyrazin-2-yl]-urea (0.065 g, 0.16 mmol) was suspended in MeOH and cooled down to 0° C. At that temperature the acetyl chloride (0.4 mL) was added. After the addition was complete the orange solution was allowed to warm up and stirred at 40° C. overnight. The solvent was evaporated and the remaining solid was dried under high vacuum. The orange solid was taken up in MeOH:H2O:Et3N 8:1:1 and stirred at RT for...